This data is from the Open Reaction Database (ORD), a public repository of structured organic reaction records. The task is: describe an organic reaction: reactants, conditions, products, and yield Starting materials: C1(NCC2=CC=CC=C12)=O (2,3-dihydro-isoindol-1-one), ClCC1=CC(=CC=C1)OC (1-chloromethyl-3-methoxy-benzene), C(=O)([O-])[O-].[Cs+].[Cs+] (Cs2CO3), C1COCCOCCOCCOCCOCCO1 (18-crown-6). Solvent: CC(=O)C (acetone), C(C)(=O)OCC (ethyl acetate), CCCCCC (hexane). Reaction conditions: temperature 70 celsius, time 16 hour. The product is COC=1C=C(CN2C(C3=CC=CC=C3C2)=O)C=CC1 (2-(3-methoxy-benzyl)-2,3-dihydro-isoindol-1-one). Yield: 41.8%. Reaction SMILES: [C:1]1(=[O:10])[C:9]2[C:4](=[CH:5][CH:6]=[CH:7][CH:8]=2)[CH2:3][NH:2]1.Cl[CH2:12][C:13]1[CH:18]=[CH:17][CH:16]=[C:15]([O:19][CH3:20])[CH:14]=1.C([O-])([O-])=O.[Cs+].[Cs+].C1OCCOCCOCCOCCOCCOC1>CC(C)=O.CCCCCC.C(OCC)(=O)C>[CH3:20][O:19][C:15]1[CH:14]=[C:13]([CH:18]=[CH:17][CH:16]=1)[CH2:12][N:2]1[CH2:3][C:4]2[C:9](=[CH:8][CH:7]=[CH:6][CH:5]=2)[C:1]1=[O:10] |f:2.3.4|. Procedure: A mixture of 2,3-dihydro-isoindol-1-one (0.066 g, 0.5 mmol), 1-chloromethyl-3-methoxy-benzene (0.094 g, 0.6 mmol), Cs2CO3 (0.408 g, 1.25 mmol), and 18-crown-6 (0.013 g, 0.05 mmol) in acetone (5 mL) was stirred at 70° C. for 16 h. Workup and silica gel column chromatography using 30% ethyl acetate in hexane afforded 2-(3-methoxy-benzyl)-2,3-dihydro-isoindol-1-one (0.053 g, 42%). 1H NMR (300 MHz, CDCl3): δ (ppm) 3.80 (s, 3H), 4.26 (s, 2H), 4.80 (s, 2H), 6.88 (d, 3H), 7.22-7.52 (m, 4H), 7.90 (d, 1H... Starting materials: CO, COC(=O)c1c(C)nc(C)nc1C, Cl, [Na+], [OH-], O. The product is Cc1nc(C)c(C(=O)O)c(C)n1. As a reaction SMILES: [CH3:14][OH:15].[CH3:1][c:2]1[n:3][c:4]([CH3:13])[c:5]([C:9](=[O:10])[O:11][CH3:12])[c:6]([CH3:8])[n:7]1.[ClH:18].[Na+:17].[OH-:16].[OH2:19]>>[CH3:1][c:2]1[n:3][c:4]([CH3:13])[c:5]([C:9](=[O:10])[OH:11])[c:6]([CH3:8])[n:7]1. The reactants are NC=1C(=NC(=CN1)[C@H]1C[C@@H](C(CC1)=O)F)C1=CC(=C(C(=O)OC(C)(C)C)C=C1)F ((+/−)-tert-butyl 4-(3-amino-6-((1R,3S)-3-fluoro-4-oxocyclohexyl)pyrazin-2-yl)-2-fluorobenzoate), [BH4-].[Na+] (NaBH4). The solvent is CO (MeOH). Conditions: time 2 hour. Product: NC=1C(=NC(=CN1)[C@H]1C[C@@H]([C@@H](CC1)O)F)C1=CC(=C(C(=O)OC(C)(C)C)C=C1)F ((+/−)-tert-butyl 4-(3-amino-6-((1R,3S,4R)-3-fluoro-4-hydroxycyclohexyl)pyrazin-2-yl)-2-fluorobenzoate). The yield is 35.8%. RXN SMILES: [NH2:1][C:2]1[C:3]([C:16]2[CH:28]=[CH:27][C:19]([C:20]([O:22][C:23]([CH3:26])([CH3:25])[CH3:24])=[O:21])=[C:18]([F:29])[CH:17]=2)=[N:4][C:5]([C@@H:8]2[CH2:13][CH2:12][C:11](=[O:14])[C@@H:10]([F:15])[CH2:9]2)=[CH:6][N:7]=1.[BH4-].[Na+]>CO>[NH2:1][C:2]1[C:3]([C:16]2[CH:28]=[CH:27][C:19]([C:20]([O:22][C:23]([CH3:26])([CH3:24])[CH3:25])=[O:21])=[C:18]([F:29])[CH:17]=2)=[N:4][C:5]([C@@H:8]2[CH2:13][CH2:12][C@@H:11]([OH:14])[C@@H:10]([F:15])[CH2:9]2)=[CH:6][N:7]=1 |f:1.2|. Procedure: To a solution of (+/−)-tert-butyl 4-(3-amino-6-((1R,3S)-3-fluoro-4-oxocyclohexyl)pyrazin-2-yl)-2-fluorobenzoate (208 mg, 0.516 mmol) in MeOH (3.017 mL) was added NaBH4 (29.3 mg, 0.773 mmol) at 0° C. The reaction mixture was stirred for 2 h. LCMS showed ˜4:1 ratio of two diastereomers. After quenched with NaHCO3 solution, the reaction mixture was extracted with EtOAc. The organic layer was washed with water and brine, dried over sodium sulfate, filtered off and concentrated in vacuo. The major di... The reactants are CO, COc1nc(Cl)c(C(F)(F)F)cc1Cl, N. Yields the product Nc1nc(Cl)c(C(F)(F)F)cc1Cl. RXN SMILES: [CH3:16][OH:17].[Cl:2][c:3]1[c:4]([O:14][CH3:15])[n:5][c:6]([Cl:13])[c:7]([C:9]([F:10])([F:11])[F:12])[cH:8]1.[NH3:1]>>[NH2:1][c:4]1[c:3]([Cl:2])[cH:8][c:7]([C:9]([F:10])([F:11])[F:12])[c:6]([Cl:13])[n:5]1.